Dataset: the Open Reaction Database (ORD), a public repository of structured organic reaction records. Task: describe an organic reaction: reactants, conditions, products, and yield Starting materials: COC(=O)Cc1c(-c2ccccc2Cl)csc1-c1ccc(O)cc1, CCC(=O)c1ccc(F)cc1. Product: CCC(=O)c1ccc(Oc2ccc(-c3scc(-c4ccccc4Cl)c3CC(=O)OC)cc2)cc1. Reaction SMILES: [Cl:1][c:2]1[c:3](-[c:8]2[c:9]([CH2:20][C:21](=[O:22])[O:23][CH3:24])[c:10](-[c:13]3[cH:14][cH:15][c:16]([OH:19])[cH:17][cH:18]3)[s:11][cH:12]2)[cH:4][cH:5][cH:6][cH:7]1.[F:25][c:26]1[cH:27][cH:28][c:29]([C:32]([CH2:33][CH3:34])=[O:35])[cH:30][cH:31]1>>[Cl:1][c:2]1[c:3](-[c:8]2[c:9]([CH2:20][C:21](=[O:22])[O:23][CH3:24])[c:10](-[c:13]3[cH:14][cH:15][c:16]([O:19][c:26]4[cH:27][cH:28][c:29]([C:32]([CH2:33][CH3:34])=[O:35])[cH:30][cH:31]4)[cH:17][cH:18]3)[s:11][cH:12]2)[cH:4][cH:5][cH:6][cH:7]1. Reactants: C(#N)C1=CC=C(C=C1)N=C=S (4-cyanophenyl isothiocyanate), C(C)O (ethanol), C1(=CC=CC=C1)S(=O)(=O)N (benzenesulfonamide), [OH-].[Na+] (sodium hydroxide), CI (methyl iodide). Solvent: CC(=O)C (acetone), O (water). The product is C(#N)C1=CC=C(C=C1)NC(SC)=NS(=O)(=O)C1=CC=CC=C1 (N-(4-cyanophenyl)-N'-phenylsulfonyl-S-methylisothiourea). Isolated yield 82.7%. As a reaction SMILES: [C:1]([C:3]1[CH:8]=[CH:7][C:6]([N:9]=[C:10]=[S:11])=[CH:5][CH:4]=1)#[N:2].[C:12]1([S:18]([NH2:21])(=[O:20])=[O:19])[CH:17]=[CH:16][CH:15]=[CH:14][CH:13]=1.[OH-].[Na+].[CH2:24](O)C.CI>CC(C)=O.O>[C:1]([C:3]1[CH:4]=[CH:5][C:6]([NH:9][C:10](=[N:21][S:18]([C:12]2[CH:17]=[CH:16][CH:15]=[CH:14][CH:13]=2)(=[O:20])=[O:19])[S:11][CH3:24])=[CH:7][CH:8]=1)#[N:2] |f:2.3|. Procedure: A mixture of 5 g (0.031 mol) of 4-cyanophenyl isothiocyanate, of 6.3 g (0.04 mol) of benzenesulfonamide in 50 cm3 of acetone and of 1.6 g (0.04 mol) of sodium hydroxide in 3 cm3 of water is maintained for two hours at room temperature. The precipitate obtained is filtered, washed with acetone and ethyl ether (2×20 cm3). The final solid (9 g; yield 94%) is then placed in 50 cm3 of 95% ethanol containing 2.75 cm3 (0.044 mol) of methyl iodide. After 24 hours at room temperature the solution is conc... Product: FC1=CC(=C(C=C1)C1=C(C=NC=C1)NCC=1OC=C(N1)C)OC ([4-(4-Fluoro-2-methoxy-phenyl)-pyridin-3-yl]-(4-methyl-oxazol-2-ylmethyl)-amine). Procedure: The title compound was prepared in analogy to example 72, from 4-iodo-N-((4-methyloxazol-2-yl)methyl)pyridin-3-amine and 4-fluoro-2-methoxyphenylboronic acid after a reaction time of 23 hours at reflux. The compound was purified by silica gel chromatography on a 20 g column using an MPLC system (CombiFlash Companion, Isco Inc.) eluting with a gradient of n-heptane:EtOAc (100:0 to 0:100), then EtOAc:MeOH (100:0 to 90:10). Off-white solid (88%). MS (ESI): m/z=314.130 [M+H]+. Reaction SMILES: I[C:2]1[CH:7]=[CH:6][N:5]=[CH:4][C:3]=1[NH:8][CH2:9][C:10]1[O:11][CH:12]=[C:13]([CH3:15])[N:14]=1.[F:16][C:17]1[CH:22]=[CH:21][C:20](B(O)O)=[C:19]([O:26][CH3:27])[CH:18]=1>>[F:16][C:17]1[CH:22]=[CH:21][C:20]([C:2]2[CH:7]=[CH:6][N:5]=[CH:4][C:3]=2[NH:8][CH2:9][C:10]2[O:11][CH:12]=[C:13]([CH3:15])[N:14]=2)=[C:19]([O:26][CH3:27])[CH:18]=1. Reactants: IC1=C(C=NC=C1)NCC=1OC=C(N1)C (4-iodo-N-((4-methyloxazol-2-yl)methyl)pyridin-3-amine), FC1=CC(=C(C=C1)B(O)O)OC (4-fluoro-2-methoxyphenylboronic acid). Starting materials: ClC1=C(OC2(CC2)C(=O)O)C=C(C(=C1)F)N1C(N(C(=CC1=O)C(F)(F)F)C)=O (1-[2-chloro-4-fluoro-5-{3-methyl-2,6-dioxo-4-(trifluoromethyl)-1,2,3,6-tetrahydropyrimidin-1-yl}phenoxy]cyclopropanecarboxylic acid), S(=O)(Cl)Cl (thionyl chloride). The product is ClC1=C(OC2(CC2)C(=O)Cl)C=C(C(=C1)F)N1C(N(C(=CC1=O)C(F)(F)F)C)=O (1-[2-chloro-4-fluoro-5-{3-methyl-2,6-dioxo-4-(trifluoromethyl)-1,2,3,6-tetrahydropyrimidin-1-yl}phenoxy]cyclopropanecarboxylic acid chloride). As a reaction SMILES: [Cl:1][C:2]1[CH:14]=[C:13]([F:15])[C:12]([N:16]2[C:21](=[O:22])[CH:20]=[C:19]([C:23]([F:26])([F:25])[F:24])[N:18]([CH3:27])[C:17]2=[O:28])=[CH:11][C:3]=1[O:4][C:5]1([C:8]([OH:10])=O)[CH2:7][CH2:6]1.S(Cl)([Cl:31])=O>>[Cl:1][C:2]1[CH:14]=[C:13]([F:15])[C:12]([N:16]2[C:21](=[O:22])[CH:20]=[C:19]([C:23]([F:26])([F:24])[F:25])[N:18]([CH3:27])[C:17]2=[O:28])=[CH:11][C:3]=1[O:4][C:5]1([C:8]([Cl:31])=[O:10])[CH2:6][CH2:7]1. Procedure details: 1.2 g of 1-[2-chloro-4-fluoro-5-{3-methyl-2,6-dioxo-4-(trifluoromethyl)-1,2,3,6-tetrahydropyrimidin-1-yl}phenoxy]cyclopropanecarboxylic acid was dissolved in 12 ml of thionyl chloride and the solution was heated under reflux for 2 hours. The reaction mixture was concentrated under reduced pressure to obtain 1-[2-chloro-4-fluoro-5-{3-methyl-2,6-dioxo-4-(trifluoromethyl)-1,2,3,6-tetrahydropyrimidin-1-yl}phenoxy]cyclopropanecarboxylic acid chloride. Conditions: time 15 hour. Starting materials: N1(N=CC=C1)C1=CC=C(C=N1)CO ((6-Pyrazol-1-yl-pyridin-3-yl)-methanol), O=S(Cl)Cl (SOCl2). Solvent: C(Cl)Cl (CH2Cl2). Isolated yield 95.0%. As a reaction SMILES: [N:1]1([C:6]2[N:11]=[CH:10][C:9]([CH2:12]O)=[CH:8][CH:7]=2)[CH:5]=[CH:4][CH:3]=[N:2]1.O=S(Cl)[Cl:16]>C(Cl)Cl>[Cl:16][CH2:12][C:9]1[CH:8]=[CH:7][C:6]([N:1]2[CH:5]=[CH:4][CH:3]=[N:2]2)=[N:11][CH:10]=1. Reported procedure: To a solution of alcohol (III) (10.5 g, 59.9 mmol) in CH2Cl2 (150 ml), SOCl2 (36 g, 22 ml, 299.6 mmol) was added and the resulting reaction mixture was stirred at room temperature for a period of between 12 to 18 hours. The excess SOCl2 was quenched with saturated aqueous NaHCO3. The resulting mixture was extracted with CH2Cl2 and washed with brine. Removal of solvent gave a compound of formulae (11.15 g, 95% yield) as a white solid. MS-ESI=194.06, 196.06, 1H NMR (ppm): 8.59(H3′, d), 8.43(H6, d)... Yields the product ClCC=1C=CC(=NC1)N1N=CC=C1 (5-Chloromethyl-2-pyrazol-1-yl-pyridine). The reactants are CC(=O)O, Cl, Cl, CCOC(=O)C(CCCCCCCCCN)NC1CSc2ccccc2N(CC(=O)O)C1=O, [Na+], [OH-], O. The product is NCCCCCCCCCC(NC1CSc2ccccc2N(CC(=O)O)C1=O)C(=O)O. RXN SMILES: [CH3:36][C:37](=[O:38])[OH:39].[ClH:1].[ClH:2].[NH2:3][CH2:4][CH2:5][CH2:6][CH2:7][CH2:8][CH2:9][CH2:10][CH2:11][CH2:12][CH:13]([C:14](=[O:15])[O:16][CH2:17][CH3:18])[NH:19][CH:20]1[CH2:21][S:22][c:23]2[c:24]([cH:32][cH:33][cH:34][cH:35]2)[N:25]([CH2:28][C:29](=[O:30])[OH:31])[C:26]1=[O:27].[Na+:42].[OH-:41].[OH2:40]>>[NH2:3][CH2:4][CH2:5][CH2:6][CH2:7][CH2:8][CH2:9][CH2:10][CH2:11][CH2:12][CH:13]([C:14](=[O:15])[OH:16])[NH:19][CH:20]1[CH2:21][S:22][c:23]2[c:24]([cH:32][cH:33][cH:34][cH:35]2)[N:25]([CH2:28][C:29](=[O:30])[OH:31])[C:26]1=[O:27].